Dataset: the Open Reaction Database (ORD), a public repository of structured organic reaction records. Task: describe an organic reaction: reactants, conditions, products, and yield Starting materials: C[C@]12CC[C@H]3[C@H]([C@@H]1CC[C@@H]2O)CCC4=CC(=O)CC[C@]34C (testosterone), CC(C)([O-])C.[K+] (potassium tert-butoxide), C(C)(C)O[N+](=O)[O-] (iso-propylnitrate). Run in CC(=O)C.CCCCCC (acetone hexane). Yields the product O[C@@H]1[C@]2(C)[C@@H](CC1)[C@@H]1CCC3=C(C(CC[C@]3(C)[C@H]1CC2)=O)[N+](=O)[O-] (17β-hydroxy-4-nitroandrost-4-en-3-one). As a reaction SMILES: [CH3:1][C@@:2]12[C@@H:10]([OH:11])[CH2:9][CH2:8][C@H:7]1[C@@H:6]1[CH2:12][CH2:13][C:14]3[C@@:20]([CH3:21])([C@H:5]1[CH2:4][CH2:3]2)[CH2:19][CH2:18][C:16](=[O:17])[CH:15]=3.CC(C)([O-])C.[K+].C([O:31][N+:32]([O-])=[O:33])(C)C>CC(C)=O.CCCCCC>[OH:11][C@H:10]1[CH2:9][CH2:8][C@H:7]2[C@H:6]3[C@H:5]([CH2:4][CH2:3][C@:2]12[CH3:1])[C@:20]1([CH3:21])[C:14](=[C:15]([N+:32]([O-:33])=[O:31])[C:16](=[O:17])[CH2:18][CH2:19]1)[CH2:13][CH2:12]3 |f:1.2,4.5|. Procedure: By the method of example 1, testosterone (2.88 g, 10 mM), potassium tert-butoxide (3.40 g, 30 mM) and iso-propylnitrate (1.01 ml) are reacted to yield 17β-hydroxy-4-nitroandrost-4-en-3-one, m.p. 158°-160° C. (acetone-hexane) The reactants are ClC=1C=C2CCC(C2=CC1)=O (5-chloro-1-indanone), BrC=1C=NC=CC1C=O (3-bromo-4-pyridinecarboxaldehyde). Product: BrC=1C=NC=CC1\C=C/1\C(C2=CC=C(C=C2C1)Cl)=O ((2E)-2-[(3-bromo-4-pyridyl)methylene]-5-chloro-indan-1-one). Reaction SMILES: [Cl:1][C:2]1[CH:3]=[C:4]2[C:8](=[CH:9][CH:10]=1)[C:7](=[O:11])[CH2:6][CH2:5]2.[Br:12][C:13]1[CH:14]=[N:15][CH:16]=[CH:17][C:18]=1[CH:19]=O>>[Br:12][C:13]1[CH:14]=[N:15][CH:16]=[CH:17][C:18]=1/[CH:19]=[C:6]1/[C:7](=[O:11])[C:8]2[C:4]([CH2:5]/1)=[CH:3][C:2]([Cl:1])=[CH:10][CH:9]=2. Procedure: The title compound 94 is prepared according to the procedure reported in Example 35.3 with 5-chloro-1-indanone (0.83 g, 5 mmol) and 3-bromo-4-pyridinecarboxaldehyde (0.93 g, 5 mmol) as reactants. White solid. (Yield 0.44 g, 26%). Reactants: C=1C=CC(=CC1)N2CCNCC2 (phenylpiperazine), CC(=C)C1=CC=CC=C1 (α-methylstyrene), [Li]CCCC (n-BuLi). The product is C1(=CC=CC=C1)N1CCN(CC1)CC(C)C1=CC=CC=C1 (1-phenyl-4-(2-phenylpropyl)piperazine). Reaction SMILES: [CH:1]1[CH:2]=[CH:3][C:4]([N:7]2[CH2:12][CH2:11][NH:10][CH2:9][CH2:8]2)=[CH:5][CH:6]=1.[CH3:13][C:14]([C:16]1[CH:21]=[CH:20][CH:19]=[CH:18][CH:17]=1)=[CH2:15].[Li]CCCC>>[C:4]1([N:7]2[CH2:8][CH2:9][N:10]([CH2:13][CH:14]([C:16]3[CH:21]=[CH:20][CH:19]=[CH:18][CH:17]=3)[CH3:15])[CH2:11][CH2:12]2)[CH:3]=[CH:2][CH:1]=[CH:6][CH:5]=1. Procedure: According to GP, 2.22 mmol (=0.36 g=0.34 ml) of phenylpiperazine and 2.22 mmol (=0.26 g=0.29 ml) of α-methylstyrene are reacted with 5 mol % (=0.111 mmol=70 μl) of n-BuLi solution. Column-chromatographic separation with ethyl acetate/n-hexane (3:1) gives the product 1-phenyl-4-(2-phenylpropyl)piperazine as a light-yellow solid. Procedure: To a solution of ethyl 3-methyl-4-((triethylsilyl)ethynyl)benzoate (from the previous step) (1.0 eq.) in THF (0.3 M) at 0° C. was added dropwise 1.0 M TBAF in THF (1.2 eq.). After stirring for 10 minutes at 0° C., the reaction was quenched with saturated aqueous sodium bicarbonate solution. The two phases were separated, and the aqueous layer was extracted with ether. The combined organic layers were washed with brine, dried over anhydrous MgSO4, and concentrated en vacuo. The crude material was... As a reaction SMILES: [CH3:1][C:2]1[CH:3]=[C:4]([CH:10]=[CH:11][C:12]=1[C:13]#[C:14][Si](CC)(CC)CC)[C:5]([O:7][CH2:8][CH3:9])=[O:6].CCCC[N+](CCCC)(CCCC)CCCC.[F-]>C1COCC1>[C:13]([C:12]1[CH:11]=[CH:10][C:4]([C:5]([O:7][CH2:8][CH3:9])=[O:6])=[CH:3][C:2]=1[CH3:1])#[CH:14] |f:1.2|. Run at temperature 0 celsius, time 10 minute. The product is C(#C)C1=C(C=C(C(=O)OCC)C=C1)C (ethyl 4-ethynyl-3-methylbenzoate). The reactants are CC=1C=C(C(=O)OCC)C=CC1C#C[Si](CC)(CC)CC (ethyl 3-methyl-4-((triethylsilyl)ethynyl)benzoate), CCCC[N+](CCCC)(CCCC)CCCC.[F-] (TBAF). Solvent: C1CCOC1 (THF), C1CCOC1 (THF). Reactants: O=C([O-])O, CCOC(C)=O, O=C(Cl)OCc1ccccc1, Nc1ccnc2ccc(C(F)(F)F)cc12, [Na+]. The product is O=C(Nc1ccnc2ccc(C(F)(F)F)cc12)OCc1ccccc1. Reaction SMILES: [C:1](=[O:2])([OH:3])[O-:4].[CH3:32][CH2:33][O:34][C:35](=[O:36])[CH3:37].[Cl:21][C:22](=[O:23])[O:24][CH2:25][c:26]1[cH:27][cH:28][cH:29][cH:30][cH:31]1.[F:6][C:7]([c:8]1[cH:9][c:10]2[c:11]([NH2:18])[cH:12][cH:13][n:14][c:15]2[cH:16][cH:17]1)([F:19])[F:20].[Na+:5]>>[F:6][C:7]([c:8]1[cH:9][c:10]2[c:11]([NH:18][C:22](=[O:23])[O:24][CH2:25][c:26]3[cH:27][cH:28][cH:29][cH:30][cH:31]3)[cH:12][cH:13][n:14][c:15]2[cH:16][cH:17]1)([F:19])[F:20]. Reactants: C(C)OC(C(CC(C)C)C=1C=C(C=C(C1)OS(=O)(=O)C(F)(F)F)C1=CC=C(C=C1)C(F)(F)F)=O (4-Methyl-2-(5-trifluoromethanesulfonyloxy-4′-trifluoromethyl-biphenyl-3-yl)-pentanoic acid ethyl ester), CN(C=1C=C(C=CC1)B(O)O)C (3-dimethylamino-phenylboronic acid). The product is CN(C=1C=C(C=CC1)C1=CC(=CC(=C1)C(C(=O)O)CC(C)C)C1=CC=C(C=C1)C(F)(F)F)C (2-(3-Dimethylamino-4″-trifluoromethyl-[1,1′;3′,1″]terphenyl-5′-yl)-4-methyl-pentanoic acid). Reaction SMILES: C([O:3][C:4](=[O:34])[CH:5]([C:10]1[CH:11]=[C:12]([C:24]2[CH:29]=[CH:28][C:27]([C:30]([F:33])([F:32])[F:31])=[CH:26][CH:25]=2)[CH:13]=[C:14](OS(C(F)(F)F)(=O)=O)[CH:15]=1)[CH2:6][CH:7]([CH3:9])[CH3:8])C.[CH3:35][N:36]([CH3:46])[C:37]1[CH:38]=[C:39](B(O)O)[CH:40]=[CH:41][CH:42]=1>>[CH3:35][N:36]([CH3:46])[C:37]1[CH:42]=[C:41]([C:14]2[CH:15]=[C:10]([CH:5]([CH2:6][CH:7]([CH3:8])[CH3:9])[C:4]([OH:3])=[O:34])[CH:11]=[C:12]([C:24]3[CH:29]=[CH:28][C:27]([C:30]([F:32])([F:33])[F:31])=[CH:26][CH:25]=3)[CH:13]=2)[CH:40]=[CH:39][CH:38]=1. Procedure: The title compound was prepared from a Suzuki coupling of 4-Methyl-2-(5-trifluoromethanesulfonyloxy-4′-trifluoromethyl-biphenyl-3-yl)-pentanoic acid ethyl ester (intermediate Example 1g) with 3-dimethylamino-phenylboronic acid under the conditions described in Example 1; 1H NMR (300 MHz, MeOD) δ ppm 0.99 (dd, J=6.59, 2.45 Hz, 6H), 1.58 (dt, J=13.28, 6.73 Hz, 1H), 1.78 (ddd, J=13.75, 7.16, 6.97 Hz, 1H), 2.03-2.13 (m, 1H), 3.32 (s, 6H), 3.88 (t, J=7.72 Hz, 1H), 7.49 (d, J=7.91 Hz, 1H), 7.68-7.83 (... Reactants: CC(=O)O, Cl, CC(C)c1nnc2ccc(CC(=O)c3ccc(F)cc3F)nn12, NN1CCCC1=O, c1ccncc1. The product is CC(C)c1nnc2ccc(CC(=NN3CCCC3=O)c3ccc(F)cc3F)nn12. Reaction SMILES: [C:38]([OH:39])(=[O:40])[CH3:41].[ClH:24].[F:1][c:2]1[c:3]([C:9]([CH2:10][c:11]2[cH:12][cH:13][c:14]3[n:15]([n:16]2)[c:17]([CH:20]([CH3:21])[CH3:22])[n:18][n:19]3)=[O:23])[cH:4][cH:5][c:6]([F:8])[cH:7]1.[NH2:25][N:26]1[C:27](=[O:31])[CH2:28][CH2:29][CH2:30]1.[cH:32]1[cH:33][cH:34][n:35][cH:36][cH:37]1>>[F:1][c:2]1[c:3]([C:9]([CH2:10][c:11]2[cH:12][cH:13][c:14]3[n:15]([n:16]2)[c:17]([CH:20]([CH3:21])[CH3:22])[n:18][n:19]3)=[N:25][N:26]2[C:27](=[O:31])[CH2:28][CH2:29][CH2:30]2)[cH:4][cH:5][c:6]([F:8])[cH:7]1. Starting materials: C1(=CC=CC=C1)S(=O)(=O)CC1=CC=C(C(=C1C(=O)OCC)O)C1=COC=C1 (ethyl 6-(benzenesulphonylmethyl)-3-(furan-3-yl)-2-hydroxybenzoate), O1C=C(C=C1)B(O)O (furan-3-yl boronic acid), BrC=1C(=C(C(=O)OC)C(=CC1)CS(=O)(=O)C1=CC(=CC=C1)Cl)O (methyl 3-bromo-6-(3-chlorobenzenesulphonylmethyl)-2-hydroxy-benzoate), BrC=1C(=C(C(=O)OC)C(=CC1)CS(=O)(=O)C1=CC(=CC=C1)Cl)O (methyl 3-bromo-6-(3-chlorobenzenesulphonylmethyl)-2-hydroxy-benzoate). Yields the product ClC=1C=C(C=CC1)S(=O)(=O)CC1=CC=C(C(=C1C(=O)OC)O)C1=COC=C1 (Methyl 6-(3-chlorobenzenesulphonylmethyl)-3-(furan-3-yl)-2-hydroxybenzoate). As a reaction SMILES: [C:1]1([S:7]([CH2:10][C:11]2[C:16]([C:17]([O:19][CH2:20]C)=[O:18])=[C:15]([OH:22])[C:14]([C:23]3[CH:27]=[CH:26][O:25][CH:24]=3)=[CH:13][CH:12]=2)(=[O:9])=[O:8])[CH:6]=[CH:5][CH:4]=[CH:3][CH:2]=1.BrC1C(O)=C(C(CS(C2C=CC=C([Cl:49])C=2)(=O)=O)=CC=1)C(OC)=O.O1C=CC(B(O)O)=C1>>[Cl:49][C:3]1[CH:2]=[C:1]([S:7]([CH2:10][C:11]2[C:16]([C:17]([O:19][CH3:20])=[O:18])=[C:15]([OH:22])[C:14]([C:23]3[CH:27]=[CH:26][O:25][CH:24]=3)=[CH:13][CH:12]=2)(=[O:9])=[O:8])[CH:6]=[CH:5][CH:4]=1. Procedure: Prepared by proceeding in a similar manner to Intermediate 36, starting from methyl 3-bromo-6-(3-chlorobenzenesulphonylmethyl)-2-hydroxy-benzoate (Intermediate 54) and furan-3-yl boronic acid.